Dataset: the Open Reaction Database (ORD), a public repository of structured organic reaction records. Task: describe an organic reaction: reactants, conditions, products, and yield Reactants: C(C)OC(=O)C=1C=C2N(C=NC=C2)C1NC1=C(C=C(C=C1)I)F (7-(2-fluoro-4-iodo-phenylamino)-pyrrolo[1,2-c]pyrimidine-6-carboxylic acid ethyl ester), Cl (hydrochloric acid), O.[OH-].[Li+] (lithium hydroxide monohydrate). Solvent: O1CCOCC1 (dioxane), O (water). Conditions: temperature 60 celsius. Product: FC1=C(C=CC(=C1)I)NC1=C(C=C2N1C=NC=C2)C(=O)O (7-(2-Fluoro-4-iodo-phenylamino)-pyrrolo[1,2-c]pyrimidine-6-carboxylic acid), solid. Yield: 31.0%. As a reaction SMILES: C([O:3][C:4]([C:6]1[CH:7]=[C:8]2[CH:13]=[CH:12][N:11]=[CH:10][N:9]2[C:14]=1[NH:15][C:16]1[CH:21]=[CH:20][C:19]([I:22])=[CH:18][C:17]=1[F:23])=[O:5])C.O.[OH-].[Li+].Cl>O1CCOCC1.O>[F:23][C:17]1[CH:18]=[C:19]([I:22])[CH:20]=[CH:21][C:16]=1[NH:15][C:14]1[N:9]2[CH:10]=[N:11][CH:12]=[CH:13][C:8]2=[CH:7][C:6]=1[C:4]([OH:5])=[O:3] |f:1.2.3|. Procedure details: To a solution of 7-(2-fluoro-4-iodo-phenylamino)-pyrrolo[1,2-c]pyrimidine-6-carboxylic acid ethyl ester (230 mg, 0.54 mmol) in a mixture of dioxane (2 mL) and water (1 mL) was added lithium hydroxide monohydrate (45 mg, 1.08 mmol). The reaction was heated at 60° C. for 1 hour. Aqueous hydrochloric acid (1M) was added dropwise until pH˜5 causing a precipitate to form. The reaction mixture was filtered and the solid residue washed with ethyl acetate (5 mL) to yield the title compound as an off whi...